Dataset: the Open Reaction Database (ORD), a public repository of structured organic reaction records. Task: describe an organic reaction: reactants, conditions, products, and yield Starting materials: [Ag+2], CC(C)(C)Br, O=C([O-])[O-], ClCCl, O=C(O)c1ccc(Br)cc1. Product: CC(C)(C)OC(=O)c1ccc(Br)cc1. As a reaction SMILES: [Ag+2:23].[C:11]([CH3:12])([CH3:13])([CH3:14])[Br:15].[C:19](=[O:20])([O-:21])[O-:22].[Cl:16][CH2:17][Cl:18].[OH:1][C:2](=[O:3])[c:4]1[cH:5][cH:6][c:7]([Br:8])[cH:9][cH:10]1>>[O:1]=[C:2]([O:3][C:11]([CH3:12])([CH3:13])[CH3:14])[c:4]1[cH:5][cH:6][c:7]([Br:8])[cH:9][cH:10]1.